From a dataset of the Open Reaction Database (ORD), a public repository of structured organic reaction records. describe an organic reaction: reactants, conditions, products, and yield The reactants are O=C([O-])[O-], [K+], [K+], O, O=P(Cl)(Cl)Cl, NC(=O)c1nc(-c2ccccc2)c[nH]1, c1ccncc1. Yields the product N#Cc1nc(-c2ccccc2)c[nH]1. Reaction SMILES: [C:21](=[O:22])([O-:23])[O-:24].[K+:25].[K+:26].[OH2:20].[P:15]([Cl:16])([Cl:17])([Cl:18])=[O:19].[c:1]1(-[c:7]2[n:8][c:9]([C:12](=[O:13])[NH2:14])[nH:10][cH:11]2)[cH:2][cH:3][cH:4][cH:5][cH:6]1.[cH:27]1[cH:28][cH:29][n:30][cH:31][cH:32]1>>[c:1]1(-[c:7]2[n:8][c:9]([C:12]#[N:14])[nH:10][cH:11]2)[cH:2][cH:3][cH:4][cH:5][cH:6]1. The reactants are BrC1=C(C=CC(=C1)F)CBr (2-Bromo-1-(bromomethyl)-4-fluorobenzene), O.C[N+]1(CCOCC1)[O-] (N-methylmorpholine N-oxide monohydrate), [NH4+].[Cl-] (NH4Cl), CCOC(=O)C (EtOAc). Solvent: O1CCOCC1 (dioxane). Conditions: temperature 70 celsius, time 1 hour. Yields the product BrC1=C(C=O)C=CC(=C1)F (2-Bromo-4-fluorobenzaldehyde). Yield: 98.5%. RXN SMILES: [Br:1][C:2]1[CH:7]=[C:6]([F:8])[CH:5]=[CH:4][C:3]=1[CH2:9]Br.O.C[N+]1([O-])CC[O:16]CC1.[NH4+].[Cl-].CCOC(C)=O>O1CCOCC1>[Br:1][C:2]1[CH:7]=[C:6]([F:8])[CH:5]=[CH:4][C:3]=1[CH:9]=[O:16] |f:1.2,3.4|. Procedure: To a solution of the benzyl bromide of Step 1 (59 g, 220 mmol) in dioxane (500 mL) at r.t. was added N-methylmorpholine N-oxide monohydrate (89 g, 660 mmol). The reaction mixture was stirred for 1 hour at 70° C. and poured into a mixture of saturated aqueous NH4Cl and EtOAc. The phases were separated and the aqueous layer was extracted with EtOAc. The combined organic layers were washed with water, dried over Na2SO4 and concentrated to give 44 g of the title compound as a white solid and used as... Yields the product CCC(=NO)C(F)(F)F. RXN SMILES: [ClH:9].[F:1][C:2]([C:3]([CH2:4][CH3:5])=[O:6])([F:7])[F:8].[NH2:10][OH:11].[Na+:13].[OH-:12].[OH2:14]>>[F:1][C:2]([C:3]([CH2:4][CH3:5])=[N:10][OH:11])([F:7])[F:8]. Starting materials: Cl, CCC(=O)C(F)(F)F, NO, [Na+], [OH-], O.